describe an organic reaction: reactants, conditions, products, and yield From a dataset of the Open Reaction Database (ORD), a public repository of structured organic reaction records. The reactants are BrCCCC (1-bromobutane), OC1=CC=C(C=O)C=C1 (4-hydroxybenzaldehyde), ClC=1C=C(C=O)C=CC1O (3-chloro-4-hydroxybenzaldehyde), BrCCC (1-bromopropane). Product: C(CCC)OC1=C(C=C(C=O)C=C1)Cl (4-Butoxy-3-chlorobenzaldehyde). The yield is 86.0%. RXN SMILES: Br[CH2:2][CH2:3][CH2:4][CH3:5].[Cl:6][C:7]1[CH:8]=[C:9]([CH:12]=[CH:13][C:14]=1[OH:15])[CH:10]=[O:11].BrCCC.OC1C=CC(C=O)=CC=1>>[CH2:2]([O:15][C:14]1[CH:13]=[CH:12][C:9]([CH:10]=[O:11])=[CH:8][C:7]=1[Cl:6])[CH2:3][CH2:4][CH3:5]. Procedure: When the 1-bromobutane and 3-chloro-4-hydroxybenzaldehyde was substituted for 1-bromopropane and 4-hydroxybenzaldehyde in Example 50, Step A, the identical process afforded the title compound in 86% yield, as light yellow oil. 1H-NMR (CDCl3) 0.98 (tr, 3H); 1.56-1.58 (m, 2H); 1.78-1.88 (m, 2H); 4.1 (tr, 2H, J=6.3 Hz); 6.98 (d, 1H, J=7.17 Hz); 7.71 (dd, 1H, J=2.1, 8., Hz); 7.87 (d, 1H, J=2.1 Hz); 9.81 (s, 1H). Isolated yield 51.1%. The product is Cl.N=C1N[C@@H](CC1)CO (2-Imino-5-(S)-hydroxymethylpyrrolidine hydrochloride). Starting materials: Cl.N=C1N[C@@H](CC1)COC(C)=O (2-Imino-5-(S)-acetyloxymethylpyrrolidine hydrochloride), N (NH3). The solvent is CO (methanol). Reaction conditions: time 3 hour. Reported procedure: A solution of 15 mg (0.078 mmol) of 2-imino-5-(S)-acetyloxymethylpyrrolidine hydrochloride prepared in example 7 in 3 mL of methanol was saturated with NH3 and the solution was stirred for 3 h. The reaction mixture was concentrated and the residual solid was suspended in Et2O-EtOAc, filtered and washed with Et2O and dried to isolate 6 mg of the title compound. As a reaction SMILES: [ClH:1].[NH:2]=[C:3]1[CH2:7][CH2:6][C@@H:5]([CH2:8][O:9]C(=O)C)[NH:4]1.N>CO>[ClH:1].[NH:2]=[C:3]1[CH2:7][CH2:6][C@@H:5]([CH2:8][OH:9])[NH:4]1 |f:0.1,4.5|. Starting materials: O=C1N(c2ccc(OC(F)(F)F)cc2)CC2CC(Br)CN12, [N-]=[N+]=[N-], [Na+], CN(C)C=O, O. Product: [N-]=[N+]=NC1CC2CN(c3ccc(OC(F)(F)F)cc3)C(=O)N2C1. As a reaction SMILES: [Br:1][CH:2]1[CH2:3][CH:4]2[N:5]([C:6](=[O:20])[N:7]([c:9]3[cH:10][cH:11][c:12]([O:15][C:16]([F:17])([F:18])[F:19])[cH:13][cH:14]3)[CH2:8]2)[CH2:21]1.[N-:22]=[N+:23]=[N-:24].[Na+:25].[O:27]=[CH:28][N:29]([CH3:30])[CH3:31].[OH2:26]>>[CH:2]1([N:22]=[N+:23]=[N-:24])[CH2:3][CH:4]2[N:5]([C:6](=[O:20])[N:7]([c:9]3[cH:10][cH:11][c:12]([O:15][C:16]([F:17])([F:18])[F:19])[cH:13][cH:14]3)[CH2:8]2)[CH2:21]1. The reactants are BrC(Br)(Br)Br, CCOCC, O=C1C2=C(CCCC2)C(=O)N1c1cc(CO)c(Cl)cc1F, c1ccc(P(c2ccccc2)c2ccccc2)cc1. The product is O=C1C2=C(CCCC2)C(=O)N1c1cc(CBr)c(Cl)cc1F. Reaction SMILES: [C:22]([Br:23])([Br:24])([Br:25])[Br:26].[CH3:46][CH2:47][O:48][CH2:49][CH3:50].[Cl:1][c:2]1[cH:3][c:4]([F:21])[c:5]([N:10]2[C:11](=[O:20])[C:12]3=[C:13]([C:14]2=[O:15])[CH2:16][CH2:17][CH2:18][CH2:19]3)[cH:6][c:7]1[CH2:8][OH:9].[c:27]1([P:28]([c:29]2[cH:30][cH:31][cH:32][cH:33][cH:34]2)[c:35]2[cH:36][cH:37][cH:38][cH:39][cH:40]2)[cH:41][cH:42][cH:43][cH:44][cH:45]1>>[Cl:1][c:2]1[cH:3][c:4]([F:21])[c:5]([N:10]2[C:11](=[O:20])[C:12]3=[C:13]([C:14]2=[O:15])[CH2:16][CH2:17][CH2:18][CH2:19]3)[cH:6][c:7]1[CH2:8][Br:23]. The reactants are C(C)C1=C(OCCN)C(=CC(=C1)C1=NOC(=N1)C1=NC=C(C(=C1)C)CC(C)C)C (2-{2-Ethyl-4-[5-(5-isobutyl-4-methyl-pyridin-2-yl)-[1,2,4]oxadiazol-3-yl]-6-methyl-phenoxy}-ethylamine), CCN=C=NCCCN(C)C.Cl (EDC hydrochloride), C=1C=CC2=C(C1)N=NN2O (HOBt), CCN(C(C)C)C(C)C (DIPEA), C(=O)(OC(C)(C)C)N(C)CC(=O)O (BOC-sarcosine). The solvent is C1CCOC1 (THF), CN(C)C=O (DMF). Reaction conditions: time 1 hour. Product: C(C)C1=C(OCCNC(CNC)=O)C(=CC(=C1)C1=NOC(=N1)C1=NC=C(C(=C1)C)CC(C)C)C (N-(2-{2-Ethyl-4-[5-(5-isobutyl-4-methyl-pyridin-2-yl)-[1,2,4]oxadiazol-3-yl]-6-methyl-phenoxy}-ethyl)-2-methylamino-acetamide). Isolated yield 38.9%. RXN SMILES: [CH2:1]([C:3]1[CH:12]=[C:11]([C:13]2[N:17]=[C:16]([C:18]3[CH:23]=[C:22]([CH3:24])[C:21]([CH2:25][CH:26]([CH3:28])[CH3:27])=[CH:20][N:19]=3)[O:15][N:14]=2)[CH:10]=[C:9]([CH3:29])[C:4]=1[O:5][CH2:6][CH2:7][NH2:8])[CH3:2].CCN=C=NCCCN(C)C.Cl.C1C=CC2N(O)N=NC=2C=1.CCN(C(C)C)C(C)C.[C:61]([N:68]([CH2:70][C:71](O)=[O:72])C)(OC(C)(C)C)=O>C1COCC1.CN(C=O)C>[CH2:1]([C:3]1[CH:12]=[C:11]([C:13]2[N:17]=[C:16]([C:18]3[CH:23]=[C:22]([CH3:24])[C:21]([CH2:25][CH:26]([CH3:28])[CH3:27])=[CH:20][N:19]=3)[O:15][N:14]=2)[CH:10]=[C:9]([CH3:29])[C:4]=1[O:5][CH2:6][CH2:7][NH:8][C:71](=[O:72])[CH2:70][NH:68][CH3:61])[CH3:2] |f:1.2|. Procedure: To a solution of the compound of Example 48 (50 mg, 127 μmol) in THF (2 mL) and DMF (2 mL), EDC hydrochloride (27 mg, 139 μmol), HOBt (19 mg, 139 μmol), DIPEA (25 mg, 190 μmol) and BOC-sarcosine (26 mg, 139 μmol) is added. The mixture is stirred at rt for 1 h before it is concentrated. The residue is dissolved in 4 M HCl in dioxane (2 mL) and the mixture is stirred at rt for 30 min, concentrated and separated by prep. HPLC to give the title compound (23 mg) as a reddish oil; LC-MS: tR=0.89 min, ... Reactants: [Li]CCCC, CI, CCCCCC, CC(C)NC(C)C, C1CCOC1, COC(=O)C1CC(c2ccccc2)C1. Yields the product COC(=O)C1(C)CC(c2ccccc2)C1. As a reaction SMILES: [CH2:1]([Li:2])[CH2:3][CH2:4][CH3:5].[CH3:27][I:28].[CH3:29][CH2:30][CH2:31][CH2:32][CH2:33][CH3:34].[CH:6]([NH:7][CH:8]([CH3:9])[CH3:10])([CH3:11])[CH3:12].[O:35]1[CH2:36][CH2:37][CH2:38][CH2:39]1.[c:13]1([CH:19]2[CH2:20][CH:21]([C:23](=[O:24])[O:25][CH3:26])[CH2:22]2)[cH:14][cH:15][cH:16][cH:17][cH:18]1>>[CH3:1][C:21]1([C:23](=[O:24])[O:25][CH3:26])[CH2:20][CH:19]([c:13]2[cH:14][cH:15][cH:16][cH:17][cH:18]2)[CH2:22]1. Starting materials: ClC(Cl)Cl, CCOC(=O)C(CC1CC1)c1ccc(N)c(OCC(F)(F)F)c1, O=C1CCC(=O)N1Br, O. The product is CCOC(=O)C(CC1CC1)c1cc(Br)c(N)c(OCC(F)(F)F)c1. Reaction SMILES: [Cl:32][CH:33]([Cl:34])[Cl:35].[NH2:1][c:2]1[c:3]([O:18][CH2:19][C:20]([F:21])([F:22])[F:23])[cH:4][c:5]([CH:8]([C:9](=[O:10])[O:11][CH2:12][CH3:13])[CH2:14][CH:15]2[CH2:16][CH2:17]2)[cH:6][cH:7]1.[O:24]=[C:25]1[N:26]([Br:31])[C:27](=[O:28])[CH2:29][CH2:30]1.[OH2:36]>>[NH2:1][c:2]1[c:3]([O:18][CH2:19][C:20]([F:21])([F:22])[F:23])[cH:4][c:5]([CH:8]([C:9](=[O:10])[O:11][CH2:12][CH3:13])[CH2:14][CH:15]2[CH2:16][CH2:17]2)[cH:6][c:7]1[Br:31]. Starting materials: CC1=CC=C(C=C1)S(=O)(=O)[O-].OC1=CC=C(C=C1)[S+](C1=CC=CC=C1)C1=CC=CC=C1 (4-hydroxyphenyldiphenylsulfonium 4-methylbenzenesulfonate), FC(C(C(F)(F)F)OC(C(=C)C)=O)(S(=O)(=O)[O-])F.C(C)[NH+](CC)CC (triethylammonium 1,1,3,3,3-pentafluoro-2-(methacryloyloxy)propane-1-sulfonate). Run in ClCCl.O (dichloromethane water). The product is FC(C(C(F)(F)F)OC(C(=C)C)=O)(S(=O)(=O)[O-])F.OC1=CC=C(C=C1)[S+](C1=CC=CC=C1)C1=CC=CC=C1 (4-hydroxyphenyldiphenylsulfonium 1,1,3,3,3-pentafluoro-2-(methacryloyloxy)propane-1-sulfonate). As a reaction SMILES: CC1C=CC(S([O-])(=O)=O)=CC=1.[OH:12][C:13]1[CH:18]=[CH:17][C:16]([S+:19]([C:26]2[CH:31]=[CH:30][CH:29]=[CH:28][CH:27]=2)[C:20]2[CH:25]=[CH:24][CH:23]=[CH:22][CH:21]=2)=[CH:15][CH:14]=1.[F:32][C:33]([F:49])([S:45]([O-:48])(=[O:47])=[O:46])[CH:34]([O:39][C:40](=[O:44])[C:41]([CH3:43])=[CH2:42])[C:35]([F:38])([F:37])[F:36].C([NH+](CC)CC)C>ClCCl.O>[F:49][C:33]([F:32])([S:45]([O-:48])(=[O:46])=[O:47])[CH:34]([O:39][C:40](=[O:44])[C:41]([CH3:43])=[CH2:42])[C:35]([F:36])([F:38])[F:37].[OH:12][C:13]1[CH:18]=[CH:17][C:16]([S+:19]([C:26]2[CH:27]=[CH:28][CH:29]=[CH:30][CH:31]=2)[C:20]2[CH:25]=[CH:24][CH:23]=[CH:22][CH:21]=2)=[CH:15][CH:14]=1 |f:0.1,2.3,4.5,6.7|. Procedure details: 4-hydroxyphenyldiphenylsulfonium 4-methylbenzenesulfonate and triethylammonium 1,1,3,3,3-pentafluoro-2-(methacryloyloxy)propane-1-sulfonate of Synthesis Example 1-2 are mixed and ion-changed in a dichloromethane-water system. An organic layer after washing by water was concentrated under reduced pressure and was used for the next reaction as a crude substance. The reactants are CC=CC=CCO, CCOCC, O=C(O)c1ccc(O)cc1O. The product is CC=CC=CCOC(=O)c1ccc(O)cc1O. Reaction SMILES: [CH2:12]([CH:13]=[CH:14][CH:15]=[CH:16][CH3:17])[OH:18].[CH3:19][CH2:20][O:21][CH2:22][CH3:23].[OH:1][c:2]1[c:3]([C:4](=[O:5])[OH:6])[cH:7][cH:8][c:9]([OH:11])[cH:10]1>>[OH:1][c:2]1[c:3]([C:4]([O:5][CH2:12][CH:13]=[CH:14][CH:15]=[CH:16][CH3:17])=[O:6])[cH:7][cH:8][c:9]([OH:11])[cH:10]1.